This data is from the Open Reaction Database (ORD), a public repository of structured organic reaction records. The task is: describe an organic reaction: reactants, conditions, products, and yield Yields the product CCCOc1ccc2c(c1)C1(COC(N)=N1)c1cc(-c3cncnc3)ccc1O2. Starting materials: O=C([O-])[O-], [Cs+], [Cs+], CCCI, CN(C)C=O, O, NC1=NC2(CO1)c1cc(O)ccc1Oc1ccc(-c3cncnc3)cc12. RXN SMILES: [C:27](=[O:28])([O-:29])[O-:30].[Cs+:31].[Cs+:32].[I:38][CH2:39][CH2:40][CH3:41].[O:33]=[CH:34][N:35]([CH3:36])[CH3:37].[OH2:42].[OH:1][c:2]1[cH:3][c:4]2[c:5]([cH:6][cH:7]1)[O:8][c:9]1[cH:10][cH:11][c:12](-[c:21]3[cH:22][n:23][cH:24][n:25][cH:26]3)[cH:13][c:14]1[C:15]21[N:16]=[C:17]([NH2:20])[O:18][CH2:19]1>>[O:1]([c:2]1[cH:3][c:4]2[c:5]([cH:6][cH:7]1)[O:8][c:9]1[cH:10][cH:11][c:12](-[c:21]3[cH:22][n:23][cH:24][n:25][cH:26]3)[cH:13][c:14]1[C:15]21[N:16]=[C:17]([NH2:20])[O:18][CH2:19]1)[CH2:39][CH2:40][CH3:41].